This data is from the Open Reaction Database (ORD), a public repository of structured organic reaction records. The task is: describe an organic reaction: reactants, conditions, products, and yield The reactants are FC1=CC=C(C(=O)Cl)C=C1 (4-fluorobenzoyl chloride), ClC1=CC=C(C=C1)N(C1CC(N(C2=CC=CC=C12)C(=O)C1=CC=C(OCCCC(=O)O)C=C1)C)C(CC)=O ((±)-4-(4-{4-[(4-chloro-phenyl)-propionyl-amino]-2-methyl-3,4-dihydro-2H-quinoline-1-carbonyl}-phenoxy)-butyric acid). Yields the product C(C)(=O)N([C@@H]1C[C@@H](N(C2=CC=CC=C12)C(=O)C1=CC=C(OCCCC(=O)O)C=C1)C)C1=CC=C(C=C1)Cl ((2S,4R)-4-(4-{4-[Acetyl-(4-chloro-phenyl)-amino]-2-methyl-3,4-dihydro-2H-quinoline-1-carbonyl}-phenoxy)-butyric acid). As a reaction SMILES: FC1C=CC(C(Cl)=O)=CC=1.[Cl:11][C:12]1[CH:17]=[CH:16][C:15]([N:18]([C:45](=[O:48])[CH2:46]C)[CH:19]2[C:28]3[C:23](=[CH:24][CH:25]=[CH:26][CH:27]=3)[N:22]([C:29]([C:31]3[CH:43]=[CH:42][C:34]([O:35][CH2:36][CH2:37][CH2:38][C:39]([OH:41])=[O:40])=[CH:33][CH:32]=3)=[O:30])[CH:21]([CH3:44])[CH2:20]2)=[CH:14][CH:13]=1>>[C:45]([N:18]([C:15]1[CH:14]=[CH:13][C:12]([Cl:11])=[CH:17][CH:16]=1)[C@H:19]1[C:28]2[C:23](=[CH:24][CH:25]=[CH:26][CH:27]=2)[N:22]([C:29]([C:31]2[CH:43]=[CH:42][C:34]([O:35][CH2:36][CH2:37][CH2:38][C:39]([OH:41])=[O:40])=[CH:33][CH:32]=2)=[O:30])[C@@H:21]([CH3:44])[CH2:20]1)(=[O:48])[CH3:46]. Procedure details: (2S,4R)-4-(4-{4-[Acetyl-(4-chloro-phenyl)-amino]-2-methyl-3,4-dihydro-2H-quinoline-1-carbonyl}-phenoxy)-butyric acid was prepared was made following general procedure C, substituting 4-methoxybenzoyl chloride for 4-fluorobenzoyl chloride. Further elaboration to the acid was done following the same procedure as described for (±)-4-(4-{4-[(4-chloro-phenyl)-propionyl-amino]-2-methyl-3,4-dihydro-2H-quinoline-1-carbonyl}-phenoxy)-butyric acid. Starting materials: CC(C)C(=O)Nc1cccc(C2CCNCC2)c1, CC(=O)c1cccc(OC(CCCl)c2ccccc2)c1, [I-], [K+], [K+], [Na+], O=C([O-])[O-], CN(C)C=O. The product is CC(=O)c1cccc(OC(CCN2CCC(c3cccc(NC(=O)C(C)C)c3)CC2)c2ccccc2)c1. Reaction SMILES: [CH3:21][CH:22]([C:23](=[O:24])[NH:25][c:26]1[cH:27][c:28]([CH:32]2[CH2:33][CH2:34][NH:35][CH2:36][CH2:37]2)[cH:29][cH:30][cH:31]1)[CH3:38].[Cl:1][CH2:2][CH2:3][CH:4]([c:5]1[cH:6][cH:7][cH:8][cH:9][cH:10]1)[O:11][c:12]1[cH:13][c:14]([C:18]([CH3:19])=[O:20])[cH:15][cH:16][cH:17]1.[I-:39].[K+:41].[K+:42].[Na+:40].[O-:43][C:44]([O-:45])=[O:46].[O:47]=[CH:48][N:49]([CH3:50])[CH3:51]>>[CH2:2]([CH2:3][CH:4]([c:5]1[cH:6][cH:7][cH:8][cH:9][cH:10]1)[O:11][c:12]1[cH:13][c:14]([C:18]([CH3:19])=[O:20])[cH:15][cH:16][cH:17]1)[N:35]1[CH2:34][CH2:33][CH:32]([c:28]2[cH:27][c:26]([NH:25][C:23]([CH:22]([CH3:21])[CH3:38])=[O:24])[cH:31][cH:30][cH:29]2)[CH2:37][CH2:36]1. The reactants are BrC1=C(C(=C(C2=CC=CC=C12)C1=CC=C(C=C1)Cl)C(C(=O)O)OC(C)(C)C)C (2-(4-bromo-1-(4-chlorophenyl)-3-methylnaphthalen-2-yl)-2-tert-butoxyacetic acid), C(C)(C)(C)OC(C(=O)OCC)C1=C(C2=CC(=CC=C2C=C1C)Cl)C1=CC=C(C=C1)Cl (ethyl 2-tert-butoxy-2-(7-chloro-1-(4-chlorophenyl)-3-methylnaphthalen-2-yl)acetate). Product: C(C)(C)(C)OC(C(=O)O)C1=C(C2=CC(=CC=C2C=C1C)Cl)C1=CC=C(C=C1)Cl (2-tert-butoxy-2-(7-chloro-1-(4-chlorophenyl)-3-methylnaphthalen-2-yl)acetic acid). Reaction SMILES: BrC1C2C(=CC=CC=2)C(C2C=CC(Cl)=CC=2)=C(C(OC(C)(C)C)C(O)=O)C=1C.[C:29]([O:33][CH:34]([C:40]1[C:49]([CH3:50])=[CH:48][C:47]2[C:42](=[CH:43][C:44]([Cl:51])=[CH:45][CH:46]=2)[C:41]=1[C:52]1[CH:57]=[CH:56][C:55]([Cl:58])=[CH:54][CH:53]=1)[C:35]([O:37]CC)=[O:36])([CH3:32])([CH3:31])[CH3:30]>>[C:29]([O:33][CH:34]([C:40]1[C:49]([CH3:50])=[CH:48][C:47]2[C:42](=[CH:43][C:44]([Cl:51])=[CH:45][CH:46]=2)[C:41]=1[C:52]1[CH:57]=[CH:56][C:55]([Cl:58])=[CH:54][CH:53]=1)[C:35]([OH:37])=[O:36])([CH3:32])([CH3:30])[CH3:31]. Reported procedure: 2-tert-Butoxy-2-(7-chloro-1-(4-chlorophenyl)-3-methylnaphthalen-2-yl)acetic acid (149) was prepared in a similar manner to 2-(4-bromo-1-(4-chlorophenyl)-3-methylnaphthalen-2-yl)-2-tert-butoxyacetic acid of Example 124, except using ethyl 2-tert-butoxy-2-(7-chloro-1-(4-chlorophenyl)-3-methylnaphthalen-2-yl)acetate, giving the title compound (parent form) 1H-NMR: (400 MHz, DMSO-d6): δ 12.86 (s, broad, 1H), 7.94 (d, J=8.0 Hz, 1H), 7.83 (s, 1H), 7.73-7.67 (m, 2H), 7.56-7.49 (m, 2H), 7.40 (d, J=8.2 H... Starting materials: O=C1N[C@H]2[C@@H](C=3C=CC=C(C13)C(F)(F)F)CN(C2)C(=O)OC(C)(C)C ((±)-cis-tert-butyl 5-oxo-6-(trifluoromethyl)-3,3a,4,5-tetrahydro-1H-pyrrolo[3,4-c]isoquinoline-2(9bH)-carboxylate), [H-].[Na+] (NaH), ICC (iodoethane). Run in C1CCOC1 (THF), C1CCOC1 (THF). Conditions: time 20 minute. Yields the product C(C)N1C(C=2C(=CC=CC2[C@@H]2[C@H]1CN(C2)C(=O)OC(C)(C)C)C(F)(F)F)=O ((±)-cis-tert-Butyl 4-ethyl-5-oxo-6-(trifluoromethyl)-3,3a,4,5-tetrahydro-1H-pyrrolo[3,4-c]isoquinoline-2(9bH)-carboxylate). Yield: 71.0%. RXN SMILES: [H-].[Na+].[O:3]=[C:4]1[C:13]2[C:12]([C:14]([F:17])([F:16])[F:15])=[CH:11][CH:10]=[CH:9][C:8]=2[C@H:7]2[CH2:18][N:19]([C:21]([O:23][C:24]([CH3:27])([CH3:26])[CH3:25])=[O:22])[CH2:20][C@H:6]2[NH:5]1.I[CH2:29][CH3:30]>C1COCC1>[CH2:29]([N:5]1[C@@H:6]2[CH2:20][N:19]([C:21]([O:23][C:24]([CH3:27])([CH3:26])[CH3:25])=[O:22])[CH2:18][C@@H:7]2[C:8]2[CH:9]=[CH:10][CH:11]=[C:12]([C:14]([F:16])([F:17])[F:15])[C:13]=2[C:4]1=[O:3])[CH3:30] |f:0.1|. Procedure details: To a suspension of NaH (11 mg of 60% in mineral oil, hexane-washed, 0.28 mmol) in 2 mL of THF at ambient temperature was added (±)-cis-tert-butyl 5-oxo-6-(trifluoromethyl)-3,3a,4,5-tetrahydro-1H-pyrrolo[3,4-c]isoquinoline-2(9bH)-carboxylate from Example 1, Part H (40 mg, 0.11 mmol) as a solution in 2 mL of THF. The reaction was stirred for 20 min, at which time gas evolution had ceased and the reaction mixture was homogeneous. Then there was added iodoethane (0.039 mL, 0.63 mmol) and the reactio...